This data is from the Open Reaction Database (ORD), a public repository of structured organic reaction records. The task is: describe an organic reaction: reactants, conditions, products, and yield Reactants: C1CCOC1, COC(CCn1cc(-c2nc(C)cs2)c(=O)[nH]c1=O)OC, Cl. Yields the product Cc1csc(-c2cn(CCC=O)c(=O)[nH]c2=O)n1. RXN SMILES: [CH2:23]1[O:24][CH2:25][CH2:26][CH2:27]1.[CH3:1][O:2][CH:3]([CH2:4][CH2:5][n:6]1[c:7](=[O:19])[nH:8][c:9](=[O:18])[c:10](-[c:12]2[s:13][cH:14][c:15]([CH3:17])[n:16]2)[cH:11]1)[O:20][CH3:21].[ClH:22]>>[O:2]=[CH:3][CH2:4][CH2:5][n:6]1[c:7](=[O:19])[nH:8][c:9](=[O:18])[c:10](-[c:12]2[s:13][cH:14][c:15]([CH3:17])[n:16]2)[cH:11]1. Starting materials: CCCCO, CCN(C(C)C)C(C)C, CC(C)Oc1cc(Nc2nc(Cl)c(C#N)cc2F)n[nH]1, NC(CO)c1ccc(F)cc1. Product: CC(C)Oc1cc(Nc2nc(NC(CO)c3ccc(F)cc3)c(C#N)cc2F)n[nH]1. RXN SMILES: [CH2:41]([OH:42])[CH2:43][CH2:44][CH3:45].[CH:32]([N:33]([CH2:34][CH3:35])[CH:36]([CH3:37])[CH3:38])([CH3:39])[CH3:40].[Cl:1][c:2]1[c:3]([C:4]#[N:5])[cH:6][c:7]([F:20])[c:8]([NH:10][c:11]2[n:12][nH:13][c:14]([O:16][CH:17]([CH3:18])[CH3:19])[cH:15]2)[n:9]1.[NH2:21][CH:22]([CH2:23][OH:24])[c:25]1[cH:26][cH:27][c:28]([F:31])[cH:29][cH:30]1>>[c:2]1([NH:21][CH:22]([CH2:23][OH:24])[c:25]2[cH:26][cH:27][c:28]([F:31])[cH:29][cH:30]2)[c:3]([C:4]#[N:5])[cH:6][c:7]([F:20])[c:8]([NH:10][c:11]2[n:12][nH:13][c:14]([O:16][CH:17]([CH3:18])[CH3:19])[cH:15]2)[n:9]1. Starting materials: [C@@H]12CNCC[C@H]2CN1C=1OC2=C(N1)C=C(C=C2)Cl (2-((1R,6S)-3,8-diazabicyclo[4.2.0]octan-8-yl)-5-chlorobenzo[d]oxazole), FC1=C(C(=O)O)C(=CC=C1)N1N=CC=N1 (2-fluoro-6-[1,2,3]triazol-2-yl-benzoic acid), S1C(=CC=C1)C1=C(C(=O)O)C=CC=C1 (2-thiophen-2-yl-benzoic acid), CC1=NC(=NC(=C1)C)N1C[C@@H]2CCNC[C@H]12 ((1R,6S)8-(4,6-dimethyl-pyrimidin-2-yl)-3,8-diaza-bicyclo[4.2.0]octane), FC1=C(C(=O)O)C(=CC=C1)N1N=CC=N1 (2-fluoro-6-[1,2,3]triazol-2-yl-benzoic acid). Run in C(Cl)Cl (DCM). The product is ClC=1C=CC2=C(N=C(O2)N2C[C@@H]3CCN(C[C@H]23)C(=O)C2=C(C=CC=C2N2N=CC=N2)F)C1 (5-Chloro-2-[(1R,6S)-3-{[2-fluoro-6-(2H-1,2,3-triazol-2-yl)phenyl]carbonyl}-3,8-diazabicyclo[4.2.0]oct-8-yl]-1,3-benzoxazole). Reaction SMILES: [C@@H:1]12[N:8]([C:9]3[O:10][C:11]4[CH:17]=[CH:16][C:15]([Cl:18])=[CH:14][C:12]=4[N:13]=3)[CH2:7][C@@H:6]1[CH2:5][CH2:4][NH:3][CH2:2]2.CC1C=C(C)N=C(N2[C@@H]3[C@@H](CCNC3)C2)N=1.[F:35][C:36]1[CH:44]=[CH:43][CH:42]=[C:41]([N:45]2[N:49]=[CH:48][CH:47]=[N:46]2)[C:37]=1[C:38](O)=[O:39].S1C=CC=C1C1C=CC=CC=1C(O)=O>C(Cl)Cl>[Cl:18][C:15]1[CH:16]=[CH:17][C:11]2[O:10][C:9]([N:8]3[C@@H:1]4[C@@H:6]([CH2:5][CH2:4][N:3]([C:38]([C:37]5[C:41]([N:45]6[N:49]=[CH:48][CH:47]=[N:46]6)=[CH:42][CH:43]=[CH:44][C:36]=5[F:35])=[O:39])[CH2:2]4)[CH2:7]3)=[N:13][C:12]=2[CH:14]=1. Procedure details: The title compound was prepared in a manner analogous to Example 1, substituting 2-((1R,6S)-3,8-diazabicyclo[4.2.0]octan-8-yl)-5-chlorobenzo[d]oxazole (Intermediate 32) for (1R,6S)8-(4,6-dimethyl-pyrimidin-2-yl)-3,8-diaza-bicyclo[4.2.0]octane and 2-fluoro-6-[1,2,3]triazol-2-yl-benzoic acid (Intermediate 15) for 2-thiophen-2-yl-benzoic acid. DCM was used in place of DMF. MS (ESI) mass calcd. For C22H18ClFN6O2, 452.88; m/z found 453.0 [M+H]+. 1H NMR (CD3OD): 8.04-7.74 (m, 2H), 7.67-7.24 (m, 4H), 7...